From a dataset of the Open Reaction Database (ORD), a public repository of structured organic reaction records. describe an organic reaction: reactants, conditions, products, and yield Reactants: BrCCCCl (1-bromo-3-chloropropane), N1C=CC2=CC=CC=C12 (indole), [OH-].[K+] (KOH). Solvent: CN(C)C=O (DMF). Conditions: temperature 20 celsius, time 15 hour. The product is ClCCCN1C=CC2=CC=CC=C12 (1-(3-Chloro-1-propyl)indole). The yield is 70.6%. As a reaction SMILES: Br[CH2:2][CH2:3][CH2:4][Cl:5].[NH:6]1[C:14]2[C:9](=[CH:10][CH:11]=[CH:12][CH:13]=2)[CH:8]=[CH:7]1.[OH-].[K+]>CN(C=O)C>[Cl:5][CH2:4][CH2:3][CH2:2][N:6]1[C:14]2[C:9](=[CH:10][CH:11]=[CH:12][CH:13]=2)[CH:8]=[CH:7]1 |f:2.3|. Procedure: To a solution of 1-bromo-3-chloropropane (2.00 g, 12.7 mmol) in DMF (7.0 mL) was added indole (500 mg, 4.24 mmol) followed by powdered KOH (262 mg, 4.66 mmol) at 20° C. The reaction mixture was then stirred for 15 h at 20° C. The reaction was quenched by addition of H2O and the product was extracted with Et2O. The organic solution was washed with H2O and brine, dried over MgSO4, filtered and concentrated in vacuo. 1-(3-Chloro-1-propyl)indole (580 mg, 71%) was isolated by flash chromatography on ... Reactants: C(C)(=O)O.C(N)(=N)C1=CC=C(C=C1)C1=CC=C(C=N1)C1=CC=C(O1)C(=N)N (5-[6-(4-Amidinophenyl)-pyridin-3-yl]-furan-2-carboxamidine acetate salt), ( 80 ), CN(C)C=O (DMF). Yields the product C(#N)C1=CC=C(C=C1)C1=NC=C(C=N1)C1=CC=C(C=C1)C#N (2,5-Bis-(4′-cyanophenyl)-pyrimidine). Reaction SMILES: [C:1](O)(=O)[CH3:2].[C:5]([C:8]1[CH:13]=[CH:12][C:11]([C:14]2[N:19]=[CH:18][C:17]([C:20]3O[C:23]([C:25]([NH2:27])=N)=[CH:22][CH:21]=3)=[CH:16]C=2)=[CH:10][CH:9]=1)(=[NH:7])N.C[N:29](C=O)C>>[C:5]([C:8]1[CH:9]=[CH:10][C:11]([C:14]2[N:19]=[CH:18][C:17]([C:20]3[CH:21]=[CH:22][C:23]([C:25]#[N:27])=[CH:2][CH:1]=3)=[CH:16][N:29]=2)=[CH:12][CH:13]=1)#[N:7] |f:0.1|. Procedure details: 2-Chloro-5-bromopyrimidine and p-cyanophenylboronic acid were reacted under the above-mentioned Suzuki coupling conditions to give the target dinitrile. Yield 91%, mp 305-306.5° C. (DMF). 1H NMR (DMSO-d6): δ 7.98-8.07 (m, 6H), 8.58 (s, 2H), 9.34 (s, 2H). 13C NMR (DMSO-d6): δ 161.1, 155.5, 140.4, 137.8, 132.6, 132.3, 129.9, 128.0, 127.4, 118.06, 118.00, 113.0, 111.3. MS (ESI) m/e (rel. int.): 282 (M+, 100), 141 (10), 127 (80).